From a dataset of the Open Reaction Database (ORD), a public repository of structured organic reaction records. describe an organic reaction: reactants, conditions, products, and yield Reactants: C(C1=CC=CC=C1)Cl (benzyl chloride), O=C(C(=O)O)C(CC1=CC=CC=C1)C1=CC=CC=C1 (2-oxo-3,4-diphenylbutanoic acid). The solvent is O1CCCC1 (tetrahydrofuran). Yields the product C1(=CC=CC=C1)CC(C(=O)O)=O (phenylpyruvic acid). Yield: 68.0%. Reaction SMILES: [O:1]=[C:2]([CH:6]([C:14]1[CH:19]=[CH:18][CH:17]=[CH:16][CH:15]=1)CC1C=CC=CC=1)[C:3]([OH:5])=[O:4].C(Cl)C1C=CC=CC=1>O1CCCC1>[C:14]1([CH2:6][C:2](=[O:1])[C:3]([OH:5])=[O:4])[CH:19]=[CH:18][CH:17]=[CH:16][CH:15]=1. Reported procedure: By the same operation as in Example 61 except that 6 ml of tetrahydrofuran was used as the solvent, 2-oxo-3,4-diphenylbutanoic acid formed in a yield of 68 % by the reaction of 0.49 g (3 mmoles) of phenylpyruvic acid with 0.5 ml of benzyl chloride, as determined by NMR spectral analysis. The reactants are O=C1NC2=C(N1)C=CC(=C2)C=O (2,3-Dihydro-2-oxo-1H-benzimidazole-5-carboxaldehyde), C([O-])([O-])=O.[NH4+].[NH4+] (ammonium carbonate), [C-]#N.[Na+] (sodium cyanide), CO.O (methanol water). Yields the product O=C1NC2=C(N1)C=CC(=C2)C2C(NC(N2)=O)=O (5-(2,3-Dihydro-2-oxo-1H-benzimidazol-5-yl)-2,4-imidazolidinedione). Reaction SMILES: [O:1]=[C:2]1[NH:6][C:5]2[CH:7]=[CH:8][C:9]([CH:11]=O)=[CH:10][C:4]=2[NH:3]1.[C:13](=[O:16])([O-])[O-].[NH4+:17].[NH4+:18].[C-]#N.[Na+].[CH3:22][OH:23].O>>[O:1]=[C:2]1[NH:6][C:5]2[CH:7]=[CH:8][C:9]([CH:11]3[NH:18][C:22](=[O:23])[NH:17][C:13]3=[O:16])=[CH:10][C:4]=2[NH:3]1 |f:1.2.3,4.5,6.7|. Reported procedure: 10.7 g (0.0659 mol) of 20c in methanol/water are reacted with 27.8 g (0.289 mol) of ammonium carbonate and 5.2 g (0.107 mol) of sodium cyanide in analogy to Example 1c. As a reaction SMILES: [OH:1][C:2]1[CH:3]=[C:4]2[C:8](=[CH:9][CH:10]=1)[C:7](=[O:11])[CH2:6][CH2:5]2.N#N.[H-].[Na+].Cl[C:17]1[N:22]=[CH:21][CH:20]=[CH:19][N:18]=1>CN(C=O)C.CCOC(C)=O.CCCCCC.O>[N:18]1[CH:19]=[CH:20][CH:21]=[N:22][C:17]=1[O:1][C:2]1[CH:3]=[C:4]2[C:8](=[CH:9][CH:10]=1)[C:7](=[O:11])[CH2:6][CH2:5]2 |f:2.3|. Product: N1=C(N=CC=C1)OC=1C=C2CCC(C2=CC1)=O (5-((2-Pyrimidinyl)oxy)indanone). Run at temperature 100 celsius. The solvent is CCCCCC (hexane), CN(C)C=O (DMF), O (water), CCOC(=O)C (EtOAc), CN(C)C=O (DMF). Reported procedure: 5-Hydroxyindanone (3.2 g, 21.6 mmol) was dissolved in dry DMF (20 mL) in a 3-neck flask fitted with an N2 inlet and reflux condenser. The system was blanketed with N2, and 60% NaH in mineral oil (860 mg) was added slowly and in portions at 0° C. Then 2-chloropyrimidine (2.5 g) was added, the ice bath was replaced with an oil bath, and the solution was heated at 100° C. for 3 hours. This was then cooled to room temperature before removal of DMF in vacuo. To the residue was added water (50 mL), th... Starting materials: N#N (N2), ClC1=NC=CC=N1 (2-chloropyrimidine), oil, OC=1C=C2CCC(C2=CC1)=O (5-Hydroxyindanone), [H-].[Na+] (NaH), ice. The reactants are C(C)(=O)OC(CCCCCBr)(C)C (6-acetoxy-1-bromo-6-methylheptane), C([O-])(O)=O.[Na+] (sodium bicarbonate), C(C)NCCCC(O)C1=CC=C(C=C1)NS(=O)(=O)C (N-(4-(4-(ethylamino)-1-hydroxybutyl)phenyl)methanesulfonamide). Solvent: C(C)#N (acetonitrile). Run at time 11 hour. Product: C(C)N(CCCC(O)C1=CC=C(C=C1)NS(=O)(=O)C)CCCCCC(C)(C)OC(C)=O (N-(4-(4-(Ethyl(6-acetoxy-6-methylheptyl)amino)-1-hydroxybutyl)phenyl)methanesulfonamide). Yield: 68.1%. Reaction SMILES: [CH2:1]([NH:3][CH2:4][CH2:5][CH2:6][CH:7]([C:9]1[CH:14]=[CH:13][C:12]([NH:15][S:16]([CH3:19])(=[O:18])=[O:17])=[CH:11][CH:10]=1)[OH:8])[CH3:2].[C:20]([O:23][C:24]([CH3:32])([CH3:31])[CH2:25][CH2:26][CH2:27][CH2:28][CH2:29]Br)(=[O:22])[CH3:21].C(=O)(O)[O-].[Na+]>C(#N)C>[CH2:1]([N:3]([CH2:29][CH2:28][CH2:27][CH2:26][CH2:25][C:24]([O:23][C:20](=[O:22])[CH3:21])([CH3:31])[CH3:32])[CH2:4][CH2:5][CH2:6][CH:7]([C:9]1[CH:10]=[CH:11][C:12]([NH:15][S:16]([CH3:19])(=[O:17])=[O:18])=[CH:13][CH:14]=1)[OH:8])[CH3:2] |f:2.3|. Reported procedure: A stirred mixture of the product from Example 7, Step II (1.5 g, 0.00524 mol), the product from Step V above 1.45 g, 0.00576 mol), sodium bicarbonate (0.88 g, 0.0105 mol) and acetonitrile (45 ml) was warmed at 90°-95°, under nitrogen for 6 hours and kept at ambient temperature for 11 hours. It was then filtered. The filtrate was concentrated and the residue chromatographed on silica gel with 0.5% NH4OH-6% MeOH--CH2Cl2 to give 1.63 g of the titled compound which is a compound of Formula I'. The h... Reactants: C1=CC=CC=2OC3=CC=CC=C3C(C12)C(=O)O (9-Xanthenylcarboxylic acid), N[C@@H]1CN(CC1)CCC1=CC=C(C=C1)F ((S)-3-amino-1-(2-(4-fluorophenyl)ethyl)pyrrolidine). Yields the product FC1=CC=C(C=C1)CCN1C[C@H](CC1)NC(=O)C1C2=CC=CC=C2OC=2C=CC=CC12 ((S)-N-(1-(2-(4-fluorophenyl)ethyl)pyrrolidin-3-yl)-9-xanthenylcarboxamide). Reaction SMILES: [CH:1]1[C:14]2[CH:13]([C:15]([OH:17])=O)[C:12]3[C:7](=[CH:8][CH:9]=[CH:10][CH:11]=3)[O:6][C:5]=2[CH:4]=[CH:3][CH:2]=1.[NH2:18][C@H:19]1[CH2:23][CH2:22][N:21]([CH2:24][CH2:25][C:26]2[CH:31]=[CH:30][C:29]([F:32])=[CH:28][CH:27]=2)[CH2:20]1>>[F:32][C:29]1[CH:30]=[CH:31][C:26]([CH2:25][CH2:24][N:21]2[CH2:22][CH2:23][C@H:19]([NH:18][C:15]([CH:13]3[C:14]4[CH:1]=[CH:2][CH:3]=[CH:4][C:5]=4[O:6][C:7]4[C:12]3=[CH:11][CH:10]=[CH:9][CH:8]=4)=[O:17])[CH2:20]2)=[CH:27][CH:28]=1. Reported procedure: 9-Xanthenylcarboxylic acid and (S)-3-amino-1-(2-(4-fluorophenyl)ethyl)pyrrolidine were reacted under the same conditions as in Example 23 to give (S)-N-(1-(2-(4-fluorophenyl)ethyl)pyrrolidin-3-yl)-9-xanthenylcarboxamide. Starting materials: OC1=CC(OC1(C1=CC=CC=C1)C)=O (rac-4-hydroxy-5-methyl-5-phenyl-5H-furan-2-one), C(C1=CC=CC=C1)=O (benzaldehyde), ClC=1C=C2C(=CNC2=CC1)CC(C)(C)NC(C)=O (N-[2-(5-chloro-1H-indol-3-yl)-1,1-dimethyl-ethyl]-acetamide). Yields the product ClC=1C=C2C(=C(NC2=CC1)C(C1=CC=CC=C1)C=1C(OC(C1O)(C1=CC=CC=C1)C)=O)CC(C)(C)NC(C)=O (N-(2-{5-Chloro-2-[(4-hydroxy-5-methyl-2-oxo-5-phenyl-2,5-dihydro-furan-3-yl)-phenyl-methyl]-1H-indol-3-yl}-1,1-dimethyl-ethyl)-acetamide). Reaction SMILES: [OH:1][C:2]1[C:6]([CH3:13])([C:7]2[CH:12]=[CH:11][CH:10]=[CH:9][CH:8]=2)[O:5][C:4](=[O:14])[CH:3]=1.[CH:15](=O)[C:16]1[CH:21]=[CH:20][CH:19]=[CH:18][CH:17]=1.[Cl:23][C:24]1[CH:25]=[C:26]2[C:30](=[CH:31][CH:32]=1)[NH:29][CH:28]=[C:27]2[CH2:33][C:34]([NH:37][C:38](=[O:40])[CH3:39])([CH3:36])[CH3:35]>>[Cl:23][C:24]1[CH:25]=[C:26]2[C:30](=[CH:31][CH:32]=1)[NH:29][C:28]([CH:15]([C:3]1[C:4](=[O:14])[O:5][C:6]([CH3:13])([C:7]3[CH:12]=[CH:11][CH:10]=[CH:9][CH:8]=3)[C:2]=1[OH:1])[C:16]1[CH:21]=[CH:20][CH:19]=[CH:18][CH:17]=1)=[C:27]2[CH2:33][C:34]([NH:37][C:38](=[O:40])[CH3:39])([CH3:36])[CH3:35]. Procedure: Using general procedure D, rac-4-hydroxy-5-methyl-5-phenyl-5H-furan-2-one (prepared according to Example A3) was reacted with benzaldehyde and N-[2-(5-chloro-1H-indol-3-yl)-1,1-dimethyl-ethyl]-acetamide to give the title compound as pale brown solid. MS: 543.3 ([M+H]+). Reactants: CC(=O)OC=1C=CC=CC1C(=O)O (aspirin), C([O-])([O-])=O.[Ca+2] (calcium carbonate), CC(=O)OC=1C=CC=CC1C(=O)O (aspirin). Solvent: O (water), O (water), O (water). Product: CC(=O)OC1=CC=CC=C1C(=O)[O-].CC(=O)OC1=CC=CC=C1C(=O)[O-].[Ca+2] (calcium aspirin). RXN SMILES: [CH3:1][C:2]([O:4][C:5]1[CH:6]=[CH:7][CH:8]=[CH:9][C:10]=1[C:11]([OH:13])=[O:12])=[O:3].C(=O)([O-])[O-].[Ca+2:18]>O>[CH3:1][C:2]([O:4][C:5]1[C:10]([C:11]([O-:13])=[O:12])=[CH:9][CH:8]=[CH:7][CH:6]=1)=[O:3].[CH3:1][C:2]([O:4][C:5]1[C:10]([C:11]([O-:13])=[O:12])=[CH:9][CH:8]=[CH:7][CH:6]=1)=[O:3].[Ca+2:18] |f:1.2,4.5.6|. Procedure: A stock solution of calcium aspirin is prepared by mixing 4.032 gm of aspirin and 1.120 gm of precipitated calcium carbonate with 50 ml of distilled water at 40°-50° C. until the solids are completely dissolved, then diluting to 60 ml with distilled water at ambient temperature to obtain a solution containing 67.2 mg/ml of aspirin equivalent. All dosing solutions are prepared by dilution of the stock solution with distilled water; the vehicle control is distilled water. All solutions are used wi... Reactants: CC(C)=O, Nc1ccccc1, O=S(=O)(Cl)Cl, Cc1cccc(C)n1. Yields the product Cl, Cc1cccc(C)n1. As a reaction SMILES: [CH3:14][C:15](=[O:16])[CH3:17].[NH2:18][c:19]1[cH:20][cH:21][cH:22][cH:23][cH:24]1.[S:9]([Cl:10])(=[O:11])([Cl:12])=[O:13].[n:1]1[c:2]([CH3:8])[cH:3][cH:4][cH:5][c:6]1[CH3:7]>>[ClH:12].[n:1]1[c:2]([CH3:8])[cH:3][cH:4][cH:5][c:6]1[CH3:7].